This data is from the Open Reaction Database (ORD), a public repository of structured organic reaction records. The task is: describe an organic reaction: reactants, conditions, products, and yield The reactants are CCOc1ccccc1N, CCOC(=O)c1cnc(SC)[nH]c1=O, CCO. The product is CCOC(=O)c1cnc(Nc2ccccc2OCC)[nH]c1=O. RXN SMILES: [CH2:15]([CH3:16])[O:17][c:18]1[c:19]([NH2:20])[cH:21][cH:22][cH:23][cH:24]1.[CH3:1][S:2][c:3]1[nH:4][c:5](=[O:14])[c:6]([C:9](=[O:10])[O:11][CH2:12][CH3:13])[cH:7][n:8]1.[CH3:25][CH2:26][OH:27]>>[c:3]1([NH:20][c:19]2[c:18]([O:17][CH2:15][CH3:16])[cH:24][cH:23][cH:22][cH:21]2)[nH:4][c:5](=[O:14])[c:6]([C:9](=[O:10])[O:11][CH2:12][CH3:13])[cH:7][n:8]1.